This data is from the Open Reaction Database (ORD), a public repository of structured organic reaction records. The task is: describe an organic reaction: reactants, conditions, products, and yield Reactants: [N+](=O)([O-])C1=CC=C(COC(CCC2=CC=C(C=C2)O)=O)C=C1 (3-(4-hydroxyphenyl)-propionic acid 4-nitrobenzyl ester), C=C(C)C (isobutene), S(O)(O)(=O)=O (sulphuric acid), 0.4-N, C(O)([O-])=O.[K+] (potassium hydrogen carbonate). Run in C(Cl)Cl (methylene chloride). Run at time 72 hour. The product is [N+](=O)([O-])C1=CC=C(COC(CCC2=CC=C(C=C2)OC(C)(C)C)=O)C=C1 (3-(4-tert.butoxyphenyl)-propionic acid 4-nitrobenzyl ester). RXN SMILES: [N+:1]([C:4]1[CH:22]=[CH:21][C:7]([CH2:8][O:9][C:10](=[O:20])[CH2:11][CH2:12][C:13]2[CH:18]=[CH:17][C:16]([OH:19])=[CH:15][CH:14]=2)=[CH:6][CH:5]=1)([O-:3])=[O:2].[CH2:23]=[C:24]([CH3:26])[CH3:25].S(=O)(=O)(O)O.C(=O)([O-])O.[K+]>C(Cl)Cl>[N+:1]([C:4]1[CH:5]=[CH:6][C:7]([CH2:8][O:9][C:10](=[O:20])[CH2:11][CH2:12][C:13]2[CH:18]=[CH:17][C:16]([O:19][C:24]([CH3:26])([CH3:25])[CH3:23])=[CH:15][CH:14]=2)=[CH:21][CH:22]=1)([O-:3])=[O:2] |f:3.4|. Procedure details: 4.51 g (15 mmol) of 3-(4-hydroxyphenyl)-propionic acid 4-nitrobenzyl ester in 200 ml of methylene chloride are carefully treated at 0° C. with 100 ml of isobutene and 0.5 ml of concentrated sulphuric acid. The mixture is stored at room temperature for 72 hours and then poured into 100 ml of 0.4-N potassium hydrogen carbonate solution. The organic solvent is almost completely evaporated in vacuo and the product extracted several times with diethyl ether. The combined organic phases are washed wit... Reaction SMILES: [C:22](=[O:23])([O-:24])[O-:25].[Cl:28][c:29]1[cH:30][cH:31][cH:32][cH:33][c:34]1[Cl:35].[Cu:36].[I:15][c:16]1[n:17][cH:18][cH:19][cH:20][cH:21]1.[K+:26].[K+:27].[cH:1]1[cH:2][cH:3][cH:4][c:5]2[c:14]1[NH:13][c:12]1[c:7]([cH:8][cH:9][cH:10][cH:11]1)[O:6]2>>[cH:1]1[cH:2][cH:3][cH:4][c:5]2[c:14]1[NH:13][c:12]1[c:7]([cH:8][cH:9][cH:10][c:11]1-[c:16]1[n:17][cH:18][cH:19][cH:20][cH:21]1)[O:6]2. Starting materials: O=C([O-])[O-], Clc1ccccc1Cl, [Cu], Ic1ccccn1, [K+], [K+], c1ccc2c(c1)Nc1ccccc1O2. Yields the product c1ccc(-c2cccc3c2Nc2ccccc2O3)nc1. Starting materials: COC(C1=C(C=C(C(=O)OC)C=C1)OC1=CC=C(C=C1)F)=O (2-(4-Fluorophenoxy)-terephthalic acid dimethyl ester), COC(C1=C(C=C(C(=O)OC)C=C1)OC1=C(C=CC=C1)OC)=O (2-(2-methoxyphenoxy)-terephthalic acid dimethyl ester), COC(C1=C(C=C(C(=O)OC)C=C1)OC1=C(C=CC=C1)OC)=O (2-(2-Methoxyphenoxy)-terephthalic acid dimethyl ester). Product: COC(=O)C=1C=CC=2C(C3=CC(=CC=C3OC2C1)F)=O (7-Fluoro-9-oxo-9H-xanthene-3-carboxylic acid methyl ester). RXN SMILES: CO[C:3](=[O:22])[C:4]1[CH:13]=[CH:12][C:7]([C:8]([O:10][CH3:11])=[O:9])=[CH:6][C:5]=1[O:14][C:15]1[CH:20]=[CH:19][C:18]([F:21])=[CH:17][CH:16]=1.COC(=O)C1C=CC(C(OC)=O)=CC=1OC1C=CC=CC=1OC>>[CH3:11][O:10][C:8]([C:7]1[CH:12]=[CH:13][C:4]2[C:3](=[O:22])[C:16]3[C:15]([O:14][C:5]=2[CH:6]=1)=[CH:20][CH:19]=[C:18]([F:21])[CH:17]=3)=[O:9]. Reported procedure: Using an adaptation of the method described in Procedure 15, substituting 2-(4-fluorophenoxy)-terephthalic acid dimethyl ester, 1e for 2-(2-methoxyphenoxy)-terephthalic acid dimethyl ester, 1c, the title compound 7-fluoro-9-oxo-9H-xanthene-3-carboxylic acid methyl ester, 2e was obtained. MS m/z (MH+) 272.9. Reactants: CC1(CC1)NC1=NC=C(C(=N1)SC)C#N (2-(1-methylcyclopropylamino)-4-(methylthio)pyrimidine-5-carbonitrile), [OH-].[Na+] (sodium hydroxide), OO (hydrogen peroxide). The solvent is CS(=O)C (DMSO), C(C)(=O)OCC (ethyl acetate), O (water). Conditions: temperature 50 celsius, time 20 minute. The product is CC1(CC1)NC1=NC=C(C(=N1)SC)C(=O)N (2-(1-methylcyclopropylamino)-4-(methylthio)pyrimidine-5-carboxamide). Isolated yield 43.2%. Reaction SMILES: [CH3:1][C:2]1([NH:5][C:6]2[N:11]=[C:10]([S:12][CH3:13])[C:9]([C:14]#[N:15])=[CH:8][N:7]=2)[CH2:4][CH2:3]1.[OH-:16].[Na+].OO>CS(C)=O.C(OCC)(=O)C.O>[CH3:1][C:2]1([NH:5][C:6]2[N:11]=[C:10]([S:12][CH3:13])[C:9]([C:14]([NH2:15])=[O:16])=[CH:8][N:7]=2)[CH2:4][CH2:3]1 |f:1.2|. Procedure details: To a stirring solution of 2-(1-methylcyclopropylamino)-4-(methylthio)pyrimidine-5-carbonitrile (0.653 g, 2.96 mmol, synthesis described herein) in DMSO (8 mL) was added 6N aqueous sodium hydroxide (2.470 mL, 14.82 mmol) solution and 30% aqueous hydrogen peroxide solution (1.873 mL, 16.52 mmol) at 0° C. Then the mixture was stirred at 50° C. and for 20 minutes and was then diluted with 100 mL ethyl acetate and 30 mL water. The layers were separated and the aqueous layer was back extracted with 50... Starting materials: [Cl-].[NH4+] (ammonium chloride), ClC1=C(C=C(C(=C1)CCN1CCN(CC1)C(=O)OC(C)(C)C)Cl)[N+](=O)[O-] (2,5-Dichloro-4-(2-[4-(t-butoxycarbonyl)-1-piperazinyl]ethyl)-nitrobenzene), C(CC(=O)OC)(=O)OC (dimethyl malonate), [H-].[Na+] (sodium hydride). The solvent is CN1C(CCC1)=O (N-methyl pyrrolidone). Reaction conditions: temperature 57 celsius. Product: ClC=1C(=CC(=C(C1)[N+](=O)[O-])C(C(=O)OC)C(=O)OC)CCN1CCN(CC1)C(=O)OC(C)(C)C (5-Chloro-4 -(2-[4-(t-butoxycarbonyl)-1-piperazinyl]ethyl)-2-(bis-(methoxycarbonyl)methyl)-nitrobenzene). Isolated yield 48.0%. Reaction SMILES: Cl[C:2]1[CH:7]=[C:6]([CH2:8][CH2:9][N:10]2[CH2:15][CH2:14][N:13]([C:16]([O:18][C:19]([CH3:22])([CH3:21])[CH3:20])=[O:17])[CH2:12][CH2:11]2)[C:5]([Cl:23])=[CH:4][C:3]=1[N+:24]([O-:26])=[O:25].[C:27]([O:34][CH3:35])(=[O:33])[CH2:28][C:29]([O:31][CH3:32])=[O:30].[H-].[Na+].[Cl-].[NH4+]>CN1CCCC1=O>[Cl:23][C:5]1[C:6]([CH2:8][CH2:9][N:10]2[CH2:15][CH2:14][N:13]([C:16]([O:18][C:19]([CH3:22])([CH3:21])[CH3:20])=[O:17])[CH2:12][CH2:11]2)=[CH:7][C:2]([CH:28]([C:27]([O:34][CH3:35])=[O:33])[C:29]([O:31][CH3:32])=[O:30])=[C:3]([N+:24]([O-:26])=[O:25])[CH:4]=1 |f:2.3,4.5|. Reported procedure: 2,5-Dichloro-4-(2-[4-(t-butoxycarbonyl)-1-piperazinyl]ethyl)-nitrobenzene (5 g, 13 mmol) and dimethyl malonate (3.8 ml, 33 mmol) were stirred in N-methyl pyrrolidone (75 ml), at room temperature under nitrogen, while sodium hydride (1.33 g, 33 mmol, 60% in oil) was added. The reaction mixture was heated to 57° C. for 7 hours. The reaction mixture was cooled and poured into saturated aqueous ammonium chloride solution and extracted twice with ethyl acetate. The combined organic layers were washed... Reaction SMILES: [Cl:1][C:2]1[CH:3]=[C:4]([C@@H:12]([CH2:24][CH:25]2[CH2:29][CH2:28][CH2:27][CH2:26]2)[C:13]([NH:15][C:16]2[CH:20]=[CH:19][N:18]([CH2:21][CH2:22][OH:23])[N:17]=2)=[O:14])[CH:5]=[CH:6][C:7]=1[S:8]([CH3:11])(=[O:10])=[O:9].[C:30](OC(=O)C)(=[O:32])[CH3:31]>N1C=CC=CC=1.C(OCC)(=O)C>[Cl:1][C:2]1[CH:3]=[C:4]([C@@H:12]([CH2:24][CH:25]2[CH2:26][CH2:27][CH2:28][CH2:29]2)[C:13]([NH:15][C:16]2[CH:20]=[CH:19][N:18]([CH2:21][CH2:22][O:23][C:30](=[O:32])[CH3:31])[N:17]=2)=[O:14])[CH:5]=[CH:6][C:7]=1[S:8]([CH3:11])(=[O:9])=[O:10]. Product: ClC=1C=C(C=CC1S(=O)(=O)C)[C@H](C(=O)NC1=NN(C=C1)CCOC(C)=O)CC1CCCC1 (acetic acid 2-{3-[2-(R)-(3-chloro-4-methanesulfonyl-phenyl)-3-cyclopentyl-propionylamino]-pyrazol-1-yl}-ethyl ester). Run at temperature 25 celsius, time 16 hour. Reactants: ClC=1C=C(C=CC1S(=O)(=O)C)[C@H](C(=O)NC1=NN(C=C1)CCO)CC1CCCC1 (2-(R)-(3-chloro-4-methanesulfonyl-phenyl)-3-cyclopentyl-N-[1-(2-hydroxy-ethyl)-1H-pyrazol-3-yl]-propionamide), C(C)(=O)OC(C)=O (acetic anhydride). The solvent is N1=CC=CC=C1 (pyridine), C(C)(=O)OCC (ethyl acetate). Isolated yield 59.9%. Reported procedure: 2-(R)-(3-Chloro-4-methanesulfonyl-phenyl)-3-cyclopentyl-N-[1-(2-hydroxy-ethyl)-1H-pyrazol-3-yl]-propionamide (prepared in Example 67, 102 mg, 0.27 mmol) was dissolved in pyridine (2 mL) and acetic anhydride (27 umL, 0.29 mmol) was added. The reaction stirred at 25° C. for 16 h. The solution was diluted with ethyl acetate (40 mL), washed with aqueous 1.0 M hydrochloric acid solution (3×15 mL), saturated aqueous brine solution (1×10 mL), dried over magnesium sulfate and concentrated in vacuo. Puri... The reactants are C1(CCC(=O)O1)=O (Succinic anhydride), NC(CN1C(=NC=2C(=NC=3C=CC=CC3C21)N)COCC)(C)C (1-(2-amino-2-methylpropyl)-2-(ethoxymethyl)-1H-imidazo[4,5-c]quinolin-4-amine), ClCCl (dichloromethane). Run in CN(C)C=O (DMF). Conditions: time 2 day. The product is O=C1N(C(CC1)=O)C1=NC=2C=CC=CC2C2=C1N=C(N2CC(C)(C)NC(CCC(=O)O)=O)COCC (4-({2-[4-(2,5-dioxopyrrolidin-1-yl)-2-(ethoxymethyl)-1H-imidazo[4,5-c]quinolin-1-yl]-1,1-dimethylethyl}amino)-4-oxobutanoic acid). Isolated yield 99.8%. As a reaction SMILES: [C:1]1(=[O:7])[O:6][C:4](=[O:5])[CH2:3][CH2:2]1.[NH2:8][C:9]([CH3:30])([CH3:29])[CH2:10][N:11]1[C:23]2[C:22]3[CH:21]=[CH:20][CH:19]=[CH:18][C:17]=3[N:16]=[C:15]([NH2:24])[C:14]=2[N:13]=[C:12]1[CH2:25][O:26][CH2:27][CH3:28].ClCCl>CN(C=O)C>[O:5]=[C:4]1[CH2:3][CH2:2][C:1](=[O:6])[N:24]1[C:15]1[C:14]2[N:13]=[C:12]([CH2:25][O:26][CH2:27][CH3:28])[N:11]([CH2:10][C:9]([NH:8][C:4](=[O:5])[CH2:3][CH2:2][C:1]([OH:6])=[O:7])([CH3:29])[CH3:30])[C:23]=2[C:22]2[CH:21]=[CH:20][CH:19]=[CH:18][C:17]=2[N:16]=1. Procedure: Succinic anhydride (3.20 g, 32.0 mmol) was added to a 100° C. solution of 1-(2-amino-2-methylpropyl)-2-(ethoxymethyl)-1H-imidazo[4,5-c]quinolin-4-amine (prepared as described in U.S. Patent Publication No. 2004/0091491, 2.00 g, 6.39 mmol) in DMF (20 mL). After 2 days, the reaction mixture was concentrated under reduced pressure to give an off-white solid. The solid was stirred with 100 mL of dichloromethane and was isolated by filtration. The filtrate was concentrated, stirred with dichlorometha... Reactants: C=C(Cc1ccccc1)C(=O)O, CO, [Na+], O=C([O-])O. Product: C=C(Cc1ccccc1)C(=O)OC. Reaction SMILES: [CH2:1]([c:2]1[cH:3][cH:4][cH:5][cH:6][cH:7]1)[C:8]([C:9](=[O:10])[OH:11])=[CH2:12].[CH3:18][OH:19].[Na+:17].[O-:13][C:14]([OH:15])=[O:16]>>[CH2:1]([c:2]1[cH:3][cH:4][cH:5][cH:6][cH:7]1)[C:8]([C:9](=[O:10])[O:11][CH3:14])=[CH2:12]. Starting materials: COCCOC, [Cl-], CCOC(=O)N1CC2C=C(OS(=O)(=O)C(F)(F)F)CC(C2)C1, [Li+], [Na+], [Na+], O=C([O-])[O-], O, OB(O)c1cncc(-c2ccccc2)c1, c1ccc(P(c2ccccc2)(c2ccccc2)[Pd](P(c2ccccc2)(c2ccccc2)c2ccccc2)(P(c2ccccc2)(c2ccccc2)c2ccccc2)P(c2ccccc2)(c2ccccc2)c2ccccc2)cc1. The product is CCOC(=O)N1CC2C=C(c3cncc(-c4ccccc4)c3)CC(C2)C1. As a reaction SMILES: [CH2:46]([CH2:47][O:48][CH3:49])[O:50][CH3:51].[Cl-:30].[F:1][C:2]([F:3])([F:4])[S:5]([O:6][C:7]1=[CH:8][CH:9]2[CH2:10][N:11]([C:16](=[O:17])[O:18][CH2:19][CH3:20])[CH2:12][CH:13]([CH2:14]1)[CH2:15]2)(=[O:21])=[O:22].[Li+:29].[Na+:23].[Na+:24].[O-:25][C:26](=[O:27])[O-:28].[OH2:52].[c:31]1(-[c:37]2[cH:38][c:39]([B:43]([OH:44])[OH:45])[cH:40][n:41][cH:42]2)[cH:32][cH:33][cH:34][cH:35][cH:36]1.[cH:53]1[cH:54][cH:55][c:56]([P:57]([Pd:58]([P:59]([c:60]2[cH:61][cH:62][cH:63][cH:64][cH:65]2)([c:66]2[cH:67][cH:68][cH:69][cH:70][cH:71]2)[c:72]2[cH:73][cH:74][cH:75][cH:76][cH:77]2)([P:78]([c:79]2[cH:80][cH:81][cH:82][cH:83][cH:84]2)([c:85]2[cH:86][cH:87][cH:88][cH:89][cH:90]2)[c:91]2[cH:92][cH:93][cH:94][cH:95][cH:96]2)[P:97]([c:98]2[cH:99][cH:100][cH:101][cH:102][cH:103]2)([c:104]2[cH:105][cH:106][cH:107][cH:108][cH:109]2)[c:110]2[cH:111][cH:112][cH:113][cH:114][cH:115]2)([c:116]2[cH:117][cH:118][cH:119][cH:120][cH:121]2)[c:122]2[cH:123][cH:124][cH:125][cH:126][cH:127]2)[cH:128][cH:129]1>>[C:7]1([c:39]2[cH:38][c:37](-[c:31]3[cH:32][cH:33][cH:34][cH:35][cH:36]3)[cH:42][n:41][cH:40]2)=[CH:8][CH:9]2[CH2:10][N:11]([C:16](=[O:17])[O:18][CH2:19][CH3:20])[CH2:12][CH:13]([CH2:14]1)[CH2:15]2.